From a dataset of the Open Reaction Database (ORD), a public repository of structured organic reaction records. describe an organic reaction: reactants, conditions, products, and yield Starting materials: CN(C)CN(C)C (bis-(dimethylamino)-methane), FC(OC=1C=C2CCC(C2=CC1)=O)(F)F (5-Trifluoromethoxy-indan-1-one), C(C)(=O)Cl (acetic acid chloride). Run in C(C)#N (acetonitrile), C(C)#N (acetonitrile). Run at time 3 hour. Yields the product Cl.CN(C)CC1C(C2=CC=C(C=C2C1)OC(F)(F)F)=O (2-Dimethylaminomethyl-5-trifluoromethoxy-indan-1-one hydrochloride). RXN SMILES: [CH3:1][N:2]([CH2:4]N(C)C)[CH3:3].[F:8][C:9]([F:22])([F:21])[O:10][C:11]1[CH:12]=[C:13]2[C:17](=[CH:18][CH:19]=1)[C:16](=[O:20])[CH2:15][CH2:14]2.C([Cl:26])(=O)C>C(#N)C>[ClH:26].[CH3:1][N:2]([CH2:4][CH:15]1[CH2:14][C:13]2[C:17](=[CH:18][CH:19]=[C:11]([O:10][C:9]([F:22])([F:8])[F:21])[CH:12]=2)[C:16]1=[O:20])[CH3:3] |f:4.5|. Reported procedure: 6.4 ml of bis-(dimethylamino)-methane were added to a solution of 10.1 g of the product from step 2 in 37 ml of acetonitrile; 3.3 ml of acetic acid chloride were added dropwise at from 0 to 10° C., a further 25 ml of acetonitrile were added, and stirring was carried out for 3 hours at 50° C. and then for 18 hours at room temperature. The resulting solid was filtered off with suction, washed twice with diethyl ether and dried in vacuo (yield 12.4 g). Reactants: C(C)OC(=O)C1=CC=NO1 (isoxazole-5-carboxylic acid ethyl ester), CI (methyl iodide), [N+](=O)(O)[O-].NC(=N)N (guanidine nitrate), CS(=O)C (DMSO), ( 33 ), C(CCC)[Li] (butyllithium), [H-].[Na+] (sodium hydride), M—HCN. Run in CN(C)C=O (DMF), C(=S)=S (carbon disulphide), C(C)#N (acetonitrile), C(C)N(CC)CC (triethylamine), C1CCOC1 (THF). The product is NC1=NC(=C(C(=N1)C1=CC=NO1)C#N)SC (2-Amino-4-isoxazol-5-yl-6-methylsulfanyl-pyrimidine-5-carbonitrile). RXN SMILES: C(O[C:4]([C:6]1[O:10][N:9]=[CH:8][CH:7]=1)=O)C.[CH2:11]([Li])[CH2:12][CH2:13]C.[H-].[Na+].CI.[N+:20]([O-])(O)=O.[NH2:24][C:25]([NH2:27])=[NH:26].C[S:29]([CH3:31])=O>C1COCC1.CN(C=O)C.C(N(CC)CC)C.C(=S)=S.C(#N)C>[NH2:26][C:25]1[N:27]=[C:4]([C:6]2[O:10][N:9]=[CH:8][CH:7]=2)[C:12]([C:13]#[N:20])=[C:11]([S:29][CH3:31])[N:24]=1 |f:2.3,5.6|. Procedure: From isoxazole-5-carboxylic acid ethyl ester with acetonitrile and butyllithium in THF. Then treatment with sodium hydride, carbon disulphide and methyl iodide in DMSO. Then treatment with guanidine nitrate and triethylamine in DMF. EI-MS m/e (%): 233 (M+, 45), 206 ([M—HCN]+, 100), 151 (33). Reactants: C(C1=CC=CC=C1)OC1=CC=C2[C@@H]([C@@H](COC2=C1)C1=CC=CC=C1)C1=CC=C(C=C1)OCCN1CCOCC1 ((+,−) cis 7-Benzyloxy-4-[4-(morpholinoethyloxy)-phenyl]-3-phenyl-chroman). Reagents/catalysts: [Pd] (palladium on carbon). Run in Cl (hydrochloride), C(C)O (ethanol). Product: OC1=CC=C2[C@@H]([C@@H](COC2=C1)C1=CC=CC=C1)C1=CC=C(C=C1)OCCN1CCOCC1 ((+,−) cis 7-Hydroxy-4-[4-(morpholinoethyloxy)-phenyl]-3-phenyl-chroman). Reaction SMILES: C([O:8][C:9]1[CH:18]=[C:17]2[C:12]([C@H:13]([C:25]3[CH:30]=[CH:29][C:28]([O:31][CH2:32][CH2:33][N:34]4[CH2:39][CH2:38][O:37][CH2:36][CH2:35]4)=[CH:27][CH:26]=3)[C@H:14]([C:19]3[CH:24]=[CH:23][CH:22]=[CH:21][CH:20]=3)[CH2:15][O:16]2)=[CH:11][CH:10]=1)C1C=CC=CC=1>Cl.C(O)C.[Pd]>[OH:8][C:9]1[CH:18]=[C:17]2[C:12]([C@H:13]([C:25]3[CH:30]=[CH:29][C:28]([O:31][CH2:32][CH2:33][N:34]4[CH2:39][CH2:38][O:37][CH2:36][CH2:35]4)=[CH:27][CH:26]=3)[C@H:14]([C:19]3[CH:20]=[CH:21][CH:22]=[CH:23][CH:24]=3)[CH2:15][O:16]2)=[CH:11][CH:10]=1. Reported procedure: (+,−) cis 7-Benzyloxy-4-[4-(morpholinoethyloxy)-phenyl]-3-phenyl-chroman (139 mg, 0.27 mmol) was dissolved in a solution of 1% hydrochloride in ethanol (5 ml). The solution was added to a 10% palladium on carbon catalyst, and hydrogenated (1 atm.) overnight. The reaction mixture was filtered and evaporated. The evaporated product was dissolved in acetone and evaporated to give a glassy solid.